This data is from the Open Reaction Database (ORD), a public repository of structured organic reaction records. The task is: describe an organic reaction: reactants, conditions, products, and yield The reactants are CCC(CC)COC(C1=CC=CC=C1)(C2=CC=CC=C2)C(=O)N(C)CC[NH+](C)C.[Cl-] (X-100), C[C@@H](C(=O)N[C@@H](CC(C)C)[C@H](CC(=O)O)O)NC(=O)C[C@@H]([C@H](CC(C)C)NC(=O)[C@H](C(C)C)NC(=O)[C@H](C(C)C)NC(=O)CC(C)C)O (pepstatin), CC(C)C[C@@H](C(=O)N[C@@H](CC(C)C)C(=O)N[C@@H](CCCN=C(N)N)C(=O)O)NC(=O)C (leupeptin), C(C(CO)(CO)N)O.Cl (Tris-HCl), [O-]P([O-])(=O)OP(=O)([O-])[O-].[Na+].[Na+].[Na+].[Na+] (sodium pyrophosphate), C(CN(CC(=O)O)CC(=O)O)N(CC(=O)O)CC(=O)O (EDTA), C([C@H]([C@@H](CS)O)O)S (DTT), C1(=CC=CC=C1)CS(=O)(=O)F (phenylmethylsulfonyl fluoride), OCC(O)CO (glycerol). Reaction conditions: temperature -80 celsius, time 15 minute. Yields the product O=C[C@H](O)[C@@H](O)[C@H](O)[C@H](O)CO (Glucose). RXN SMILES: C(O)[C:2](N)([CH2:5][OH:6])[CH2:3][OH:4].Cl.[O-]P(OP([O-])([O-])=O)(=O)[O-].[Na+].[Na+].[Na+].[Na+].C(N(CC(O)=O)CC(O)=O)CN(CC(O)=O)CC(O)=[O:28].C(S)[C@@H](O)[C@H](O)CS.C1(CS(F)(=O)=O)C=CC=CC=1.CCC(COC(C(N(CC[NH+](C)C)C)=O)(C1C=CC=CC=1)C1C=CC=CC=1)CC.[Cl-].CC(C[C@H](NC(C)=O)C(N[C@H](C(N[C@H](C(O)=O)CCCN=C(N)N)=O)CC(C)C)=O)C.C[C@H](NC(C[C@H](O)[C@@H](NC([C@@H](NC([C@@H](NC(CC(C)C)=O)C(C)C)=O)C(C)C)=O)CC(C)C)=O)C(N[C@H]([C@@H](O)CC(O)=O)CC(C)C)=O.[OH:171][CH2:172][CH:173]([CH2:175][OH:176])[OH:174]>>[O:171]=[CH:172][C@@H:173]([C@H:175]([C@@H:5]([C@@H:2]([CH2:3][OH:4])[OH:28])[OH:6])[OH:176])[OH:174] |f:0.1,2.3.4.5.6,10.11|. Procedure details: Fresh intact proximal jejunum was removed, washed with saline and placed on ice while approximately 4 g of mucosa were removed and transferred to cold 2 mM Tris-HCl buffer (pH 7.1) containing 50 mM mannitol and protease inhibitors (5 μM aprotinin, leupeptin, and pepstatin). The mucosa was then homogenized and PEG 4000 was added to a final concentration of 10% and stirred on ice for 15 minutes. The homogenate was then centrifuged for 15 minutes at 7,500×g and the resulting supernatant fraction ce...